From a dataset of the Open Reaction Database (ORD), a public repository of structured organic reaction records. describe an organic reaction: reactants, conditions, products, and yield Starting materials: [BH4-].[Na+] (sodium borohydride), O=C1CCN(CC1)C1=C(C=CC=C1)C(C)C(C1=CC=C(C(=O)O)C=C1)C(=O)N (4-[(1-(2-(4-oxo-piperidino)-phenyl)-ethyl)-aminocarbonylmethyl]-benzoic acid), Cl (hydrochloric acid). The solvent is C(C)O (ethanol). Conditions: time 1.5 hour. Product: OC1CCN(CC1)C1=C(C=CC=C1)C(C)C(C1=CC=C(C(=O)O)C=C1)C(=O)N (4-[(1-(2-(4-Hydroxy-piperidino)-phenyl)-1-ethyl)-aminocarbonylmethyl]-benzoic acid). RXN SMILES: [BH4-].[Na+].[O:3]=[C:4]1[CH2:9][CH2:8][N:7]([C:10]2[CH:15]=[CH:14][CH:13]=[CH:12][C:11]=2[CH:16]([CH:18]([C:28]([NH2:30])=[O:29])[C:19]2[CH:27]=[CH:26][C:22]([C:23]([OH:25])=[O:24])=[CH:21][CH:20]=2)[CH3:17])[CH2:6][CH2:5]1.Cl>C(O)C>[OH:3][CH:4]1[CH2:5][CH2:6][N:7]([C:10]2[CH:15]=[CH:14][CH:13]=[CH:12][C:11]=2[CH:16]([CH:18]([C:28]([NH2:30])=[O:29])[C:19]2[CH:20]=[CH:21][C:22]([C:23]([OH:25])=[O:24])=[CH:26][CH:27]=2)[CH3:17])[CH2:8][CH2:9]1 |f:0.1|. Procedure: An amount of 0.224 gm (5.92 m mol) of sodium borohydride was added in portions with stirring to a solution of 1 gm (2.63 m mol) of 4-[(1-(2-(4-oxo-piperidino)-phenyl)-ethyl)-aminocarbonylmethyl]-benzoic acid in 20 ml of absolute ethanol. After stirring for 1.5 hours at room temperature, the reaction mixture was adjusted acidic by means of 2N hydrochloric acid, evaporated in vacuo, mixed with water and ethyl acetate, and adjusted to a pH of 6 by means of 2N sodium hydroxide solution. After extrac... The reactants are C(C)(C)(C)OC(=O)NCCCN1C(SC=C1C(=O)OCC)=NC1=CC=C(C=C1)OC(F)(F)F (Ethyl 3-{3-[(tert-butoxycarbonyl)amino]propyl}-2-{[4-(trifluoromethoxy)phenyl]imino}-2,3-dihydrothiazol-4-carboxylate), Cl (hydrochloride), ( 4 ), ClC1=CC=C(CBr)C=C1 (4-chlorobenzyl bromide), Example 208 ( 3 ). The product is NCCCN1C(SC=C1COCC1=CC=C(C=C1)Cl)=NC1=CC=C(C=C1)OC(F)(F)F (N-[3-(3-Aminopropyl)-4-{[(4-chlorobenzyl)oxy]methyl}thiazol-2(3H)-ylidene]-4-(trifluoromethoxy)aniline). Yield: 50.4%. RXN SMILES: C(OC([NH:8][CH2:9][CH2:10][CH2:11][N:12]1[C:16]([C:17]([O:19][CH2:20][CH3:21])=O)=[CH:15][S:14][C:13]1=[N:22][C:23]1[CH:28]=[CH:27][C:26]([O:29][C:30]([F:33])([F:32])[F:31])=[CH:25][CH:24]=1)=O)(C)(C)C.[Cl:34][C:35]1[CH:42]=[CH:41]C(CBr)=[CH:37][CH:36]=1.Cl>>[NH2:8][CH2:9][CH2:10][CH2:11][N:12]1[C:16]([CH2:17][O:19][CH2:20][C:21]2[CH:41]=[CH:42][C:35]([Cl:34])=[CH:36][CH:37]=2)=[CH:15][S:14][C:13]1=[N:22][C:23]1[CH:28]=[CH:27][C:26]([O:29][C:30]([F:32])([F:33])[F:31])=[CH:25][CH:24]=1. Procedure: The compound (313 mg) obtained in Example 208 (2) and 4-chlorobenzyl bromide (216 mg) were treated in a similar manner to in Example 208 (3), (4) to give the title compound (152 mg) as hydrochloride. Reactants: CC1(NC(CC(C1)N)(C)C)C (2,2,6,6-tetramethyl-4-aminopiperidine), C(=O)OCC (ethyl formate). Product: C(=O)NC1CC(NC(C1)(C)C)(C)C (4-(Formylamino)-2,2,6,6-tetramethylpiperidine). RXN SMILES: [CH3:1][C:2]1([CH3:11])[CH2:7][CH:6]([NH2:8])[CH2:5][C:4]([CH3:10])([CH3:9])[NH:3]1.[CH:12](OCC)=[O:13]>>[CH:12]([NH:8][CH:6]1[CH2:5][C:4]([CH3:10])([CH3:9])[NH:3][C:2]([CH3:11])([CH3:1])[CH2:7]1)=[O:13]. Procedure: 78 g of 2,2,6,6-tetramethyl-4-aminopiperidine in 250 ml of ethyl formate were refluxed for 10.5 hours. The precipitate which separated out was filtered off under suction, washed with a little petroleum ether and recrystallized from toluene. 4-(Formylamino)-2,2,6,6-tetramethylpiperidine was isolated as a colorless solid of melting point 153° C. Starting materials: BrBr (bromine), S([O-])(O)=O.[Na+] (sodium bisulfite), O=C1C(CC2=CC(=C(C(=C12)Cl)Cl)OCC(=O)O)CC ((1-oxo-2-ethyl-6,7-dichloro-5-indanyloxy)acetic acid), ice water. The reagents and catalysts are Br (hydrobromic acid). Solvent: C(C)(=O)O (acetic acid), C(C)(=O)O (acetic acid). Conditions: time 30 minute. The product is O=C1C(CC2=CC(=C(C(=C12)Cl)Cl)OCC(=O)O)(CC)Br ((1-oxo-2-bromo-2-ethyl-6,7-dichloro-5-indanyloxy)acetic acid). Isolated yield 94.2%. RXN SMILES: [O:1]=[C:2]1[C:10]2[C:5](=[CH:6][C:7]([O:13][CH2:14][C:15]([OH:17])=[O:16])=[C:8]([Cl:12])[C:9]=2[Cl:11])[CH2:4][CH:3]1[CH2:18][CH3:19].[Br:20]Br.S(=O)(O)[O-].[Na+]>C(O)(=O)C.Br>[O:1]=[C:2]1[C:10]2[C:5](=[CH:6][C:7]([O:13][CH2:14][C:15]([OH:17])=[O:16])=[C:8]([Cl:12])[C:9]=2[Cl:11])[CH2:4][C:3]1([Br:20])[CH2:18][CH3:19] |f:2.3|. Procedure: To a stirred suspension of (1-oxo-2-ethyl-6,7-dichloro-5-indanyloxy)acetic acid (30.3 g., 0.10 moles) in acetic acid (300 ml.) is added a solution of bromine (16.0 g., 0.10 moles) in acetic acid (50 ml.) over a period of 30 minutes. The reaction is catalyzed by the addition of 48% aqueous hydrobromic acid (2 drops). The clear yellow solution is stirred at room temperature for 30 minutes then poured into ice water (1 l.) containing sodium bisulfite (2 g.). The crude (1-oxo-2-bromo-2-ethyl-6,7-dic... The reactants are C1(CC1)C1=CC(=NO1)C1=CC=NC=C1 (4-(5-cyclopropyl-3-isoxazolyl)pyridine), C1(CC1)C1=NOC(=C1)C1=CC=NC=C1 (4-(3-cyclopropyl-5-isoxazolyl)pyridine), [H][H] (hydrogen). Reagents/catalysts: [Pt]=O (platinum oxide). Run in C(C)O (ethanol). Product: NC(=CC(=O)C1=CC=NC=C1)C1CC1 (3-amino-3-cyclopropyl-1-(4-pyridyl)-2-propen-1-one). As a reaction SMILES: C1(C2ON=C(C3C=CN=CC=3)C=2)CC1.[CH:15]1([C:18]2[CH:22]=[C:21]([C:23]3[CH:28]=[CH:27][N:26]=[CH:25][CH:24]=3)[O:20][N:19]=2)[CH2:17][CH2:16]1.[H][H]>[Pt]=O.C(O)C>[NH2:19][C:18]([CH:15]1[CH2:17][CH2:16]1)=[CH:22][C:21]([C:23]1[CH:28]=[CH:27][N:26]=[CH:25][CH:24]=1)=[O:20]. Reported procedure: A 1.0 g. sample of the mixture of 4-(5-cyclopropyl-3-isoxazolyl)pyridine and 4-(3-cyclopropyl-5-isoxazolyl)pyridine, obtained as described in Examples 2 and 3, is mixed with 0.125 g. of platinum oxide and 75 ml. of ethanol. This mixture is treated with hydrogen on a Parr apparatus at 40 psi for 2 hours at room temperature. The mixture is filtered and the filtrate concentrated to yield a solid. Recrystallization from ethyl acetate-petroleum ether (30°-60°C.) provides 3-amino-3-cyclopropyl-1-(4-py... Conditions: temperature 100 celsius, time 3 hour. The product is COC(CCC1=CC=C(C=C1)C1=CC(=C(C=C1)C(C(C(F)(F)F)(O)C1=CC(=NC=C1)Cl)C)Cl)=O (3-{3′-Chloro-4′-[2-(2-chloro-pyridin-4-yl)-3,3,3-trifluoro-2-hydroxy-1-methyl-propyl]-biphenyl-4-yl}-propionic acid methyl ester). Reported procedure: Trifluoromethanesulfonic acid 3-chloro-4-[2-(2-chloro-pyridin-4-yl)-3,3,3-trifluoro-2-hydroxy-1-methyl-propyl]-phenyl ester (Example 26, Step 1, 100 mg, 0.2 mmol), 4-(2-methoxycarbonylethyl)phenyl boronic acid (53 mg, 0.24 mmol) and chloro-{2′-(dimethylamino)-2-biphenylyl}-(dinorbornylphosphin)-palladium (3 mg, 0.005 mmol) in dioxane (0.8 ml) was treated with water (0.22 ml) and K3PO4 (128 mg, 0.6 mmol) and stirred at 100° C. under argon for 3 h. To reaction mixture were added dioxane (0.5 ml), ... As a reaction SMILES: [Cl:1][C:2]1[CH:3]=[C:4](OS(C(F)(F)F)(=O)=O)[CH:5]=[CH:6][C:7]=1[CH:8]([CH3:22])[C:9]([C:15]1[CH:20]=[CH:19][N:18]=[C:17]([Cl:21])[CH:16]=1)([OH:14])[C:10]([F:13])([F:12])[F:11].[CH3:31][O:32][C:33]([CH2:35][CH2:36][C:37]1[CH:42]=[CH:41][C:40](B(O)O)=[CH:39][CH:38]=1)=[O:34].[O-]P([O-])([O-])=O.[K+].[K+].[K+].S(Cl)(Cl)=O.C([O-])(O)=O.[Na+]>O1CCOCC1.C(OCC)(=O)C.ClP(C1C=CC=CC=1C1C=CC=CC=1N(C)C)(C12CC(CC1)CC2)C12CC(CC1)CC2.[Pd].O>[CH3:31][O:32][C:33](=[O:34])[CH2:35][CH2:36][C:37]1[CH:38]=[CH:39][C:40]([C:4]2[CH:5]=[CH:6][C:7]([CH:8]([CH3:22])[C:9]([C:15]3[CH:20]=[CH:19][N:18]=[C:17]([Cl:21])[CH:16]=3)([OH:14])[C:10]([F:12])([F:11])[F:13])=[C:2]([Cl:1])[CH:3]=2)=[CH:41][CH:42]=1 |f:2.3.4.5,7.8,11.12|. Reagents/catalysts: ClP(C12CCC(CC1)C2)(C21CCC(CC2)C1)C1=C(C=CC=C1)C1=C(C=CC=C1)N(C)C.[Pd] (chloro-{2′-(dimethylamino)-2-biphenylyl}-(dinorbornylphosphin) palladium). Starting materials: ClC=1C=C(C=CC1C(C(C(F)(F)F)(O)C1=CC(=NC=C1)Cl)C)OS(=O)(=O)C(F)(F)F (Trifluoromethanesulfonic acid 3-chloro-4-[2-(2-chloro-pyridin-4-yl)-3,3,3-trifluoro-2-hydroxy-1-methyl-propyl]-phenyl ester), COC(=O)CCC1=CC=C(C=C1)B(O)O (4-(2-methoxycarbonylethyl)phenyl boronic acid), [O-]P(=O)([O-])[O-].[K+].[K+].[K+] (K3PO4), C(=O)(O)[O-].[Na+] (NaHCO3), S(=O)(Cl)Cl (thionylchloride), chloro-{2′-(dimethylamino)-2-biphenyl}-(dinorbornylphosphin)-palladium. Solvent: O1CCOCC1 (dioxane), O (water), C(C)(=O)OCC (ethyl acetate), O1CCOCC1 (dioxane), O (water). Starting materials: C(CCC)[Li] (n-butyllithium), C1(=CC=C(C=C1)S(=O)(=O)N1[C@@H](C1)CC)C (1-p-toluenesulfonyl-2(R)-ethylaziridine), CC(C)(C)OC (TBME), ClC1=CSC=C1 (3-chlorothiophene), CC(C)(C)OC (TBME). Solvent: hexanes. Reaction conditions: temperature -5 celsius, time 5 minute. The product is [Li+].ClC1=C(SC=C1)[C@@]1(C(C=CC=C1)(S(=O)(=O)[NH-])CCCC)C ((R)-1-(3-chlorothien-2-yl)-2-butyltoluenesulfonamide lithium salt). As a reaction SMILES: [Cl:1][C:2]1[CH:6]=[CH:5][S:4][CH:3]=1.[CH2:7]([Li:11])[CH2:8][CH2:9][CH3:10].[C:12]1(C)[CH:17]=[CH:16][C:15]([S:18]([N:21]2C[C@H]2CC)(=[O:20])=[O:19])=[CH:14][CH:13]=1.[CH3:27]C(OC)(C)C>>[Li+:11].[Cl:1][C:2]1[CH:6]=[CH:5][S:4][C:3]=1[C@@:14]1([CH3:27])[CH:13]=[CH:12][CH:17]=[CH:16][C:15]1([CH2:7][CH2:8][CH2:9][CH3:10])[S:18]([NH-:21])(=[O:19])=[O:20] |f:4.5|. Procedure: Under a nitrogen atmosphere, a solution of 3-chlorothiophene (48.75 g) in TBME (291 g) is cooled to -10° C. and 2.5 M n-butyllithium in hexanes (151.3 mL) is added at such a rate that the reaction temperature is maintained between 0 and 5° C. After the addition is complete, the mixture is cooled to -5° C. and 1-p-toluenesulfonyl-2(R)-ethylaziridine (74.1 g, as a 56.9 % (w/w) solution in TBME) is added at such a rate as to maintain the temperature of the reaction mixture below 9° C. (during which...